From a dataset of the Open Reaction Database (ORD), a public repository of structured organic reaction records. describe an organic reaction: reactants, conditions, products, and yield Reactants: C[O-].[Na+] (sodium methoxide), CO (methanol), C(/C1=CC=CC=C1)=N\C1=C2COC(C2=CC=C1)=O ((E)-4-(benzylideneamino)isobenzofuran-1(3H)-one), C(C)OC(C1=CC=C(C=O)C=C1)OCC (4-(diethoxymethyl)benzaldehyde), C(CC)(=O)OCC (ethyl propionate). Conditions: temperature 0 celsius, time 18 hour. Yields the product C(C)OC(C1=CC=C(C=C1)C1C(NC=2C=CC=C(C2C1=O)C(=O)OC)C1=CC=CC=C1)OCC (methyl 3-(4-(diethoxymethyl)phenyl)-4-oxo-2-phenyl-1,2,3,4-tetrahydroquinoline-5-carboxylate), C(C)OC(C1=CC=C(C=C1)C1C(NC=2C=CC=C(C2C1=O)C(=O)OCC)C1=CC=CC=C1)OCC (ethyl 3-(4-(diethoxymethyl)phenyl)-4-oxo-2-phenyl-1,2,3,4-tetrahydroquinoline-5-carboxylate). Isolated yield 47.0%. Reaction SMILES: [CH:1](=[N:8]/[C:9]1[CH:17]=[CH:16]C=[C:14]2[C:10]=1[CH2:11][O:12][C:13]2=O)\[C:2]1[CH:7]=[CH:6][CH:5]=[CH:4][CH:3]=1.[CH2:19]([O:21][CH:22]([O:31][CH2:32][CH3:33])[C:23]1[CH:30]=[CH:29][C:26]([CH:27]=O)=[CH:25][CH:24]=1)[CH3:20].[CH3:34][O-:35].[Na+].CO.[C:39]([O:43][CH2:44][CH3:45])(=[O:42])[CH2:40][CH3:41]>>[CH2:19]([O:21][CH:22]([O:31][CH2:32][CH3:33])[C:23]1[CH:30]=[CH:29][C:26]([CH:27]2[C:34](=[O:35])[C:41]3[C:40]([C:39]([O:43][CH3:44])=[O:42])=[CH:13][CH:14]=[CH:10][C:9]=3[NH:8][CH:1]2[C:2]2[CH:3]=[CH:4][CH:5]=[CH:6][CH:7]=2)=[CH:25][CH:24]=1)[CH3:20].[CH2:19]([O:21][CH:22]([O:31][CH2:32][CH3:33])[C:23]1[CH:30]=[CH:29][C:26]([CH:27]2[C:11](=[O:12])[C:10]3[C:40]([C:39]([O:43][CH2:44][CH3:45])=[O:42])=[CH:41][CH:16]=[CH:17][C:9]=3[NH:8][CH:1]2[C:2]2[CH:3]=[CH:4][CH:5]=[CH:6][CH:7]=2)=[CH:25][CH:24]=1)[CH3:20] |f:2.3|. Reported procedure: A mixture of (E)-4-(benzylideneamino)isobenzofuran-1(3H)-one (474 mg, 2 mmol) and 4-(diethoxymethyl)benzaldehyde (0.40 g, 2.4 mmol) in ethyl propionate (15 mL) was cooled to 0° C. A solution of sodium methoxide in methanol [sodium (184 mg, 8 mmol) in methanol (15 mL)] was then added dropwise. After the addition, the mixture was stirred at 25° C. for 18 hr. The mixture was quenched with water (10 mL) and solvent was removed in vacuum. The residue was dissolved in water, and then extracted with et...